Dataset: the Open Reaction Database (ORD), a public repository of structured organic reaction records. Task: describe an organic reaction: reactants, conditions, products, and yield The reactants are ClC1=C(C=C(S1)C(C)=O)[N+](=O)[O-] (1-(5-chloro-4-nitro-2-thienyl)ethanone), ClC=1C=NC=CC1S (3-chloropyridine-4-thiol). The product is ClC=1C=NC=CC1SC1=C(C=C(S1)C(C)=O)[N+](=O)[O-] (1-[5-[(3-chloro-4-pyridyl)sulfanyl]-4-nitro-2-thienyl]ethanone). The yield is 16.9%. As a reaction SMILES: Cl[C:2]1[S:6][C:5]([C:7](=[O:9])[CH3:8])=[CH:4][C:3]=1[N+:10]([O-:12])=[O:11].[Cl:13][C:14]1[CH:15]=[N:16][CH:17]=[CH:18][C:19]=1[SH:20]>>[Cl:13][C:14]1[CH:15]=[N:16][CH:17]=[CH:18][C:19]=1[S:20][C:2]1[S:6][C:5]([C:7](=[O:9])[CH3:8])=[CH:4][C:3]=1[N+:10]([O-:12])=[O:11]. Reported procedure: Prepared by a similar procedure to that described for example 18 from the 1-(5-chloro-4-nitro-2-thienyl)ethanone (250 mg, 1.22 mmol) and 3-chloropyridine-4-thiol (178 mg, 1.22 mmol) to afford the title product as a solid (65 mg, 17% yield). 1H NMR (400 MHz, d6-DMSO) δ: 8.98 (1H, s), 8.75 (1H, d), 8.57 (1H, s), 7.94 (1H, d), 2.54 (3H, s). MS m/z: 315.05 [M+H]+.